The task is: describe an organic reaction: reactants, conditions, products, and yield. This data is from the Open Reaction Database (ORD), a public repository of structured organic reaction records. The reactants are [C@@H]1(C[C@H](O)[C@@H](CO)O1)N1C(=O)N=C(N)C=C1 (2′-deoxycytidine), N1C(=O)N=C(N)C=C1 (cytosine), N1C(=O)N=C(N)C=C1 (cytosine), 2′-deoxyribose 1-phosphate diammonium salt, [OH-].[Mg+2].[OH-] (magnesium hydroxide), O (water), N1C(=O)N=C(N)C=C1 (cytosine), N1C(=O)N=C(N)C=C1 (cytosine). The solvent is C(C)(=O)O (acetic acid), C1CCCCC1 (cyclohexane). Product: N1C(=O)NC(=O)C=C1 (uracil), [C@@H]1(C[C@H](O)[C@@H](CO)O1)N1C(=O)NC(=O)C=C1 (2′-deoxyuridine). Reaction SMILES: O.[NH:2]1[CH:9]=[CH:8][C:6](N)=[N:5][C:3]1=[O:4].[OH-].[Mg+2].[OH-].[C@@H:13]1([N:21]2[CH:28]=[CH:27][C:25](N)=[N:24][C:22]2=[O:23])[O:20][C@H:17]([CH2:18][OH:19])[C@@H:15]([OH:16])[CH2:14]1>C(O)(=O)C.C1CCCCC1>[NH:2]1[CH:9]=[CH:8][C:6](=[O:16])[NH:5][C:3]1=[O:4].[C@@H:13]1([N:21]2[CH:28]=[CH:27][C:25](=[O:4])[NH:24][C:22]2=[O:23])[O:20][C@H:17]([CH2:18][OH:19])[C@@H:15]([OH:16])[CH2:14]1 |f:2.3.4|. Reported procedure: To the mixture of water (96.4 g) and 4.8 g of cyclohexane, were added 6.96 g (62.6 mmol) of cytosine, 18.7 g (75.4 mmol) of 2′-deoxyribose-1-phosphate diammonium salt, 7.58 g (132 mmol) of magnesium hydroxide and the frozen cell mass (2.0 g) prepared in Reference Example 3. The reaction took place at 45° C. for 18 hours, controlling the solution at pH 8.8 with acetic acid. The HPLC analysis after the reaction demonstrated that 10.03 g (70.5 mol %/cytosine) of 2′-deoxycytidine was produced as obj... The reactants are COC(C=O)OC (dimethoxyacetaldehyde), C(O)([O-])=O.[Na+] (Sodium hydrogen carbonate), C(#N)[BH3-].[Na+] (Sodium cyanoborohydride), Br.NCCC1=CC=C(C=2NC(SC21)=O)O (7-(2-Aminoethyl)-4-hydroxy-1,3-benzothiazol-2(3H)-one hydrobromide), C(O)([O-])=O.[Na+] (sodium hydrogen carbonate), ClC(=O)OCC1=CC=CC=C1 (benzyl chloroformate). The solvent is C(C)(=O)O (Acetic acid), C1CCOC1 (THF), O (water), O (water), C(C)(=O)OCC (Ethyl acetate). Run at time 15 minute. Product: COC(CN(C(OCC1=CC=CC=C1)=O)CCC1=CC=C(C=2NC(SC21)=O)O)OC (Benzyl (2,2-dimethoxyethyl)[2-(4-hydroxy-2-oxo-2,3-dihydro-1,3-benzothiazol-7-yl)ethyl]carbamate). Isolated yield 103.8%. RXN SMILES: Br.[NH2:2][CH2:3][CH2:4][C:5]1[C:13]2[S:12][C:11](=[O:14])[NH:10][C:9]=2[C:8]([OH:15])=[CH:7][CH:6]=1.C(=O)([O-])O.[Na+].[CH3:21][O:22][CH:23]([O:26][CH3:27])[CH:24]=O.C([BH3-])#N.[Na+].Cl[C:33]([O:35][CH2:36][C:37]1[CH:42]=[CH:41][CH:40]=[CH:39][CH:38]=1)=[O:34]>C1COCC1.O.C(OCC)(=O)C.C(O)(=O)C>[CH3:27][O:26][CH:23]([O:22][CH3:21])[CH2:24][N:2]([CH2:3][CH2:4][C:5]1[C:13]2[S:12][C:11](=[O:14])[NH:10][C:9]=2[C:8]([OH:15])=[CH:7][CH:6]=1)[C:33](=[O:34])[O:35][CH2:36][C:37]1[CH:42]=[CH:41][CH:40]=[CH:39][CH:38]=1 |f:0.1,2.3,5.6|. Procedure details: 7-(2-Aminoethyl)-4-hydroxy-1,3-benzothiazol-2(3H)-one hydrobromide (20 g) was dissolved in a mixture of THF (300 ml) and water (150 ml). Sodium hydrogen carbonate (5.77 g) was added and the mixture stirred for 15 min. Acetic acid (7.86 ml) was added, followed by dimethoxyacetaldehyde (14.9 g, 12.91 ml) and the mixture stirred for a further 30 min. Sodium cyanoborohydride (8.64 g) was added portion-wise over 10 min and the solution stirred for a further 20 h. Ethyl acetate (500 ml) and a solution... The reactants are C(C1=CC=CC=C1)N1CC=2C=C(C=NC2CC1)[N+](=O)[O-] (6-Benzyl-3-nitro-5,6,7,8-tetrahydro-[1,6]-naphthyridine), stannous chloride dihydrate. Run in C(C)O (ethanol), Cl (hydrochloric acid). Run at temperature 50 celsius, time 10 minute. Product: NC=1C=NC=2CCN(CC2C1)CC1=CC=CC=C1 (3-Amino-6-benzyl-5,6,7,8-tetrahydro[1,6]naphthyridine). As a reaction SMILES: [CH2:1]([N:8]1[CH2:17][CH2:16][C:15]2[N:14]=[CH:13][C:12]([N+:18]([O-])=O)=[CH:11][C:10]=2[CH2:9]1)[C:2]1[CH:7]=[CH:6][CH:5]=[CH:4][CH:3]=1>C(O)C.Cl>[NH2:18][C:12]1[CH:13]=[N:14][C:15]2[CH2:16][CH2:17][N:8]([CH2:1][C:2]3[CH:7]=[CH:6][CH:5]=[CH:4][CH:3]=3)[CH2:9][C:10]=2[CH:11]=1. Reported procedure: 6-Benzyl-3-nitro-5,6,7,8-tetrahydro-[1,6]-naphthyridine (790 mg; 2.93 mmol) was dissolved in ethanol (100 ml), the solution heated at 50° C. and treated with a solution of stannous chloride dihydrate (2.65 g; 11.73 mmol) in conc. hydrochloric acid (10 ml). After 10 min, the reaction mixture was concentrated under reduced pressure, neutralised by addition of 2M aqueous sodium hydroxide and extracted with DCM. The extracts were combined, washed with water, saturated brine, dried (MgSO4) and evapor... The reactants are C(C1=CC=CC=C1)OC1=C(C=CC(=C1)OCC(OCC[Si](C)(C)C)=O)N(CC(=O)OC)S(=O)(=O)NC(=O)OC(C)(C)C (methyl N-(2-(benzyloxy)-4-{2-oxo-2-[2-(trimethylsilyl)ethoxy]ethoxy}phenyl)-N-{[(tert-butoxycarbonyl)amino]sulfonyl}glycinate). Run in Cl.O1CCOCC1 (HCl dioxane). Conditions: time 30 minute. The product is NS(=O)(=O)N(CC(=O)OC)C1=C(C=C(C=C1)OCC(OCC[Si](C)(C)C)=O)OCC1=CC=CC=C1 (Methyl N-(aminosulfonyl)-N-(2-(benzyloxy)-4-{2-oxo-2-[2-(trimethylsilyl)ethoxy]ethoxy}phenyl)glycinate). As a reaction SMILES: [CH2:1]([O:8][C:9]1[CH:14]=[C:13]([O:15][CH2:16][C:17](=[O:25])[O:18][CH2:19][CH2:20][Si:21]([CH3:24])([CH3:23])[CH3:22])[CH:12]=[CH:11][C:10]=1[N:26]([S:32]([NH:35]C(OC(C)(C)C)=O)(=[O:34])=[O:33])[CH2:27][C:28]([O:30][CH3:31])=[O:29])[C:2]1[CH:7]=[CH:6][CH:5]=[CH:4][CH:3]=1>Cl.O1CCOCC1>[NH2:35][S:32]([N:26]([C:10]1[CH:11]=[CH:12][C:13]([O:15][CH2:16][C:17](=[O:25])[O:18][CH2:19][CH2:20][Si:21]([CH3:24])([CH3:23])[CH3:22])=[CH:14][C:9]=1[O:8][CH2:1][C:2]1[CH:3]=[CH:4][CH:5]=[CH:6][CH:7]=1)[CH2:27][C:28]([O:30][CH3:31])=[O:29])(=[O:33])=[O:34] |f:1.2|. Procedure details: A mixture of methyl N-(2-(benzyloxy)-4-{2-oxo-2-[2-(trimethylsilyl)ethoxy]ethoxy}phenyl)-N-{[(tert-butoxycarbonyl)amino]sulfonyl}glycinate (50 mg, 0.08 mmol) in HCl/dioxane (3 mL, 4.0 M) is stirred at RT for 30 min. The solvent is removed under reduced pressure and water is added. The mixture is extracted with EtOAc and the organic phase dried over magnesium sulfate. The solvent is removed under reduced pressure to give the title compound. Reactants: CC(=O)OC(C)=O, Cc1ccc(F)cc1N, c1ccncc1. The product is CC(=O)Nc1cc(F)ccc1C. RXN SMILES: [CH3:10][C:11](=[O:12])[O:13][C:14](=[O:15])[CH3:16].[F:1][c:2]1[cH:3][cH:4][c:5]([CH3:9])[c:6]([NH2:7])[cH:8]1.[cH:17]1[cH:18][cH:19][n:20][cH:21][cH:22]1>>[F:1][c:2]1[cH:3][cH:4][c:5]([CH3:9])[c:6]([NH:7][C:11]([CH3:10])=[O:12])[cH:8]1. Procedure: A solution of 2-vinyl-3-nitropyridine (0.75 g, 5.0 mMol) from step 1 above dissolved in 50 mL of ethanol and 100 mg of 10% palladium on carbon was shaken under 55 psi of hydrogen using a parr hydrogenation apparatus until hydrogen uptake ceased. The mixture was filtered through a bed of celite and the filtrate concentrated in vacuo. The residue was purified by flash silica gel chromatography using 1% then 2% methanol in methylene chloride as an eluent to afford the title compound as a white crys... As a reaction SMILES: [CH:1]([C:3]1[C:8]([N+:9]([O-])=O)=[CH:7][CH:6]=[CH:5][N:4]=1)=[CH2:2].[H][H]>C(O)C.[Pd]>[CH2:1]([C:3]1[C:8]([NH2:9])=[CH:7][CH:6]=[CH:5][N:4]=1)[CH3:2]. The solvent is C(C)O (ethanol). The product is C(C)C1=NC=CC=C1N (2-Ethyl-3-aminopyridine). The reagents and catalysts are [Pd] (palladium on carbon). Yield: 57.3%. The reactants are C(=C)C1=NC=CC=C1[N+](=O)[O-] (2-Vinyl-3-nitropyridine), [H][H] (hydrogen), [H][H] (hydrogen). Conditions: temperature 50 celsius. Product: C1(=CC=C(C=C1)N1N=C(C=C1C(=O)O)[Si](C)(C)C)C (2-p-tolyl-5-trimethylsilanyl-2H-pyrazole-3-carboxylic acid). Reaction SMILES: C[O:2][C:3]([C:5]1[N:6]([C:14]2[CH:19]=[CH:18][C:17]([CH3:20])=[CH:16][CH:15]=2)[N:7]=[C:8]([Si:10]([CH3:13])([CH3:12])[CH3:11])[CH:9]=1)=[O:4].[OH-].[Na+]>CO>[C:17]1([CH3:20])[CH:16]=[CH:15][C:14]([N:6]2[C:5]([C:3]([OH:4])=[O:2])=[CH:9][C:8]([Si:10]([CH3:13])([CH3:12])[CH3:11])=[N:7]2)=[CH:19][CH:18]=1 |f:1.2|. The reactants are COC(=O)C=1N(N=C(C1)[Si](C)(C)C)C1=CC=C(C=C1)C (2-p-tolyl-5-trimethylsilanyl-2H-pyrazole-3-carboxylic acid methyl ester), [OH-].[Na+] (NaOH). Reported procedure: Place 2-p-tolyl-5-trimethylsilanyl-2H-pyrazole-3-carboxylic acid methyl ester (665 mg, 2.30 mmol) in methanol (25 mL). Add 1 N NaOH (10 mL, 10 mmol) and heat to 50° C. for 4 hours. Cool to room temperature and concentrate under reduced pressure. Add saturated aq. sodium bicarbonate solution and CH2Cl2. Separate organic layer and extract aqueous layer with CH2Cl2 (2×25 mL). Combine organic extracts, dry over Mg2SO4, filter, and concentrate under reduced pressure to yield 620 mg (98%) of 2-p-tolyl... Yield: 98.2%. The solvent is CO (methanol). The reactants are [BH4-], COc1ccc(C(=O)CBr)cc1, CO, [Na+]. Product: COc1ccc(C(O)CBr)cc1. RXN SMILES: [BH4-:1].[Br:3][CH2:4][C:5](=[O:6])[c:7]1[cH:8][cH:9][c:10]([O:13][CH3:14])[cH:11][cH:12]1.[CH3:15][OH:16].[Na+:2]>>[Br:3][CH2:4][CH:5]([OH:6])[c:7]1[cH:8][cH:9][c:10]([O:13][CH3:14])[cH:11][cH:12]1. Reactants: COC1=C(C=C(C(=O)O)C=C1)\C=C\C1=CC=C(C=C1)OC(F)(F)F (4-methoxy-3-[(E)-2-(4-trifluoromethoxyphenyl)vinyl]benzoic acid), FC(CNN)(F)F (2,2,2-trifluoroethylhydrazine). Product: FC(CNNC(C1=CC(=C(C=C1)OC)\C=C\C1=CC=C(C=C1)OC(F)(F)F)=O)(F)F (4-methoxy-3-[(E)-2-(4-trifluoromethoxyphenyl)-vinyl]benzoic acid N′-(2,2,2-trifluoroethyl)hydrazide). RXN SMILES: [CH3:1][O:2][C:3]1[CH:11]=[CH:10][C:6]([C:7]([OH:9])=O)=[CH:5][C:4]=1/[CH:12]=[CH:13]/[C:14]1[CH:19]=[CH:18][C:17]([O:20][C:21]([F:24])([F:23])[F:22])=[CH:16][CH:15]=1.[F:25][C:26]([F:31])([F:30])[CH2:27][NH:28][NH2:29]>>[F:25][C:26]([F:31])([F:30])[CH2:27][NH:28][NH:29][C:7](=[O:9])[C:6]1[CH:10]=[CH:11][C:3]([O:2][CH3:1])=[C:4](/[CH:12]=[CH:13]/[C:14]2[CH:15]=[CH:16][C:17]([O:20][C:21]([F:24])([F:23])[F:22])=[CH:18][CH:19]=2)[CH:5]=1. Reported procedure: The captioned compound was synthesized from 4-methoxy-3-[(E)-2-(4-trifluoromethoxyphenyl)vinyl]benzoic acid obtained in step B of Example 2-2-1 and 2,2,2-trifluoroethylhydrazine in accordance with the same procedure as in the methods described in step C of Example 1-2-3.